From a dataset of the Open Reaction Database (ORD), a public repository of structured organic reaction records. describe an organic reaction: reactants, conditions, products, and yield The reactants are FC(C(=O)O)(F)F.ClC=1C(=C2C(=NC1)NC(=N2)C2=CC=C(C=C2)CN2CCOCC2)N[C@H]2[C@H]([C@@H]1C=C[C@H]2C1)C(=O)N ((1S,2S,3R,4R)-3-[6-Chloro-2-(4-morpholin-4-ylmethyl-phenyl)-3H-imidazo[4,5-b]pyridine-7-ylamino]-bicyclo[2.2.1]hept-5-ene-2-carboxylic acid amide-trifluoroacetate salt), NC1=NC=C(C(=C1N)N[C@H]1[C@H]([C@@H]2C=C[C@H]1C2)C(=O)N)Cl ((1S,2S,3R,4R)-3-(2,3-Diamino-5-chloro-pyridin-4-ylamino)-bicyclo[2.2.1]hept-5-ene-2-carboxylic acid amide), COC1=C(C=O)C=CC(=C1)N1CCC(CC1)N1CCN(CC1)C (2-Methoxy-4-[4-(4-methyl-piperazin-1-yl)-piperidin-1-yl]-benzaldehyde). The product is ClC=1C(=C2C(=NC1)NC(=N2)C2=C(C=C(C=C2)N2CCC(CC2)N2CCN(CC2)C)OC)N[C@H]2[C@H]([C@@H]1C=C[C@H]2C1)C(=O)N ((1S,2S,3R,4R)-3-(6-Chloro-2-{2-methoxy-4-[4-(4-methyl-piperazin-1-yl)-piperidin-1-yl]-phenyl}-3H-imidazo[4,5-b]pyridin-7-ylamino)-bicyclo[2.2.1]hept-5-ene-2-carboxylic acid amide). The yield is 60.0%. RXN SMILES: FC(F)(F)C(O)=O.ClC1C(N[C@@H]2[C@@H]3C[C@@H](C=C3)[C@@H]2C(N)=O)=C2N=C(C3C=CC(CN4CCOCC4)=CC=3)NC2=NC=1.[NH2:42][C:43]1[C:48]([NH2:49])=[C:47]([NH:50][C@@H:51]2[C@@H:56]3[CH2:57][C@@H:53]([CH:54]=[CH:55]3)[C@@H:52]2[C:58]([NH2:60])=[O:59])[C:46]([Cl:61])=[CH:45][N:44]=1.[CH3:62][O:63][C:64]1[CH:71]=[C:70]([N:72]2[CH2:77][CH2:76][CH:75]([N:78]3[CH2:83][CH2:82][N:81]([CH3:84])[CH2:80][CH2:79]3)[CH2:74][CH2:73]2)[CH:69]=[CH:68][C:65]=1[CH:66]=O>>[Cl:61][C:46]1[C:47]([NH:50][C@@H:51]2[C@@H:56]3[CH2:57][C@@H:53]([CH:54]=[CH:55]3)[C@@H:52]2[C:58]([NH2:60])=[O:59])=[C:48]2[N:49]=[C:66]([C:65]3[CH:68]=[CH:69][C:70]([N:72]4[CH2:77][CH2:76][CH:75]([N:78]5[CH2:79][CH2:80][N:81]([CH3:84])[CH2:82][CH2:83]5)[CH2:74][CH2:73]4)=[CH:71][C:64]=3[O:63][CH3:62])[NH:42][C:43]2=[N:44][CH:45]=1 |f:0.1|. Procedure details: In the same fashion as for Compound III, (1S,2S,3R,4R)-3-(2,3-Diamino-5-chloro-pyridin-4-ylamino)-bicyclo[2.2.1]hept-5-ene-2-carboxylic acid amide and 2-Methoxy-4-[4-(4-methyl-piperazin-1-yl)-piperidin-1-yl]-benzaldehyde were reacted to produce the title compound (60%). 1H NMR (d-chloroform): 10.62 (br s, 1H), 8.22 (d, J=9 Hz, 1H), 7.98 (s, 1H), 6.66 (m, 2H), 6.50 (s, 1H), 6.33 (d, J=10 Hz, 2H), 5.07-5.19 (m, 2H), 4.03 (s, 3H), 3.90 (d, J=11 Hz, 2H), 3.49 (s, 2H), 3.17 (s, 1H), 2.89 (m, 4H), 2.6... Reactants: [Li+].C[Si](C)(C)[N-][Si](C)(C)C (LHMDS), ClC1=CC=C(C=C1)CC(=O)OC (methyl 2-(4-chlorophenyl)acetate), BrCC#N (2-bromoacetonitrile). The solvent is C1CCOC1 (THF), C1CCOC1 (THF). Run at temperature -78 celsius, time 1 hour. Yields the product ClC1=CC=C(C=C1)C(C(=O)OC)CC#N (methyl 2-(4-chlorophenyl)-3-cyanopropanoate). Isolated yield 97.7%. RXN SMILES: [Li+].C[Si]([N-][Si](C)(C)C)(C)C.[Cl:11][C:12]1[CH:17]=[CH:16][C:15]([CH2:18][C:19]([O:21][CH3:22])=[O:20])=[CH:14][CH:13]=1.Br[CH2:24][C:25]#[N:26]>C1COCC1>[Cl:11][C:12]1[CH:13]=[CH:14][C:15]([CH:18]([CH2:24][C:25]#[N:26])[C:19]([O:21][CH3:22])=[O:20])=[CH:16][CH:17]=1 |f:0.1|. Procedure: LHMDS (1.0 M solution in THF, 13.1 mL, 13.1 mmol) was added dropwise at −78° C. under nitrogen to a stirred solution of methyl 2-(4-chlorophenyl)acetate (2.20 g, 11.9 mmol) in THF (40 mL). The resulting solution was stirred at −78° C. for 1 hour. A solution of 2-bromoacetonitrile (2.50 g, 20.9 mmol) in THF (16 mL) was added dropwise. The reaction was stirred at −78° C. for 1 hour. The reaction was then warmed to room temperature and stirred overnight. The reaction was then quenched with 1N HCl. ... Reactants: O=C([O-])[O-], COCCOC, OB(O)c1ccc(Cl)c(Cl)c1, ClCCl, Nc1cc(Br)cc(N)n1, [Na+], [Na+]. Yields the product Nc1cc(-c2ccc(Cl)c(Cl)c2)cc(N)n1. Reaction SMILES: [C:24](=[O:25])([O-:26])[O-:27].[CH2:30]([CH2:31][O:32][CH3:33])[O:34][CH3:35].[Cl:10][c:11]1[cH:12][c:13]([B:18]([OH:19])[OH:20])[cH:14][cH:15][c:16]1[Cl:17].[Cl:21][CH2:22][Cl:23].[NH2:1][c:2]1[n:3][c:4]([NH2:9])[cH:5][c:6]([Br:8])[cH:7]1.[Na+:28].[Na+:29]>>[NH2:1][c:2]1[n:3][c:4]([NH2:9])[cH:5][c:6](-[c:13]2[cH:12][c:11]([Cl:10])[c:16]([Cl:17])[cH:15][cH:14]2)[cH:7]1. Starting materials: COC(=O)Cn1c(Oc2cccc(C)c2)cccc1=O, COS(=O)(=O)OC, CN(C)C=O, COC=O, [H-], [Na+], O. Yields the product COC=C(C(=O)OC)n1c(Oc2cccc(C)c2)cccc1=O. RXN SMILES: [CH3:1][c:2]1[cH:3][c:4]([O:5][c:6]2[cH:7][cH:8][cH:9][c:10](=[O:17])[n:11]2[CH2:12][C:13](=[O:14])[O:15][CH3:16])[cH:18][cH:19][cH:20]1.[CH3:27][O:28][S:29]([O:30][CH3:31])(=[O:32])=[O:33].[CH3:34][N:35]([CH3:36])[CH:37]=[O:38].[CH:21](=[O:22])[O:23][CH3:24].[H-:25].[Na+:26].[OH2:39]>>[CH3:1][c:2]1[cH:3][c:4]([O:5][c:6]2[cH:7][cH:8][cH:9][c:10](=[O:17])[n:11]2[C:12]([C:13](=[O:14])[O:15][CH3:16])=[CH:21][O:23][CH3:24])[cH:18][cH:19][cH:20]1. Starting materials: COC1=CC=C(CN(C2=NC(=NC(=N2)C)C=2C=C(C=NC2NC=2C=NC(=CC2)OC)C=O)CC2=CC=C(C=C2)OC)C=C1 (5-(4-(bis(4-methoxybenzyl)amino)-6-methyl-1,3,5-triazin-2-yl)-6-((6-methoxy-3-pyridinyl)amino)-3-pyridinecarbaldehyde), [C-]#N.[Na+] (sodium cyanide), N1CCOCC1 (morpholine). The reagents and catalysts are [O-2].[Mn+4].[O-2] (manganese (IV) oxide), [O-2].[Mn+4].[O-2] (manganese (IV) oxide). Solvent: C1CCOC1 (THF). Conditions: time 30 minute. Product: COC1=CC=C(CN(C2=NC(=NC(=N2)C=2C(=NC=C(C2)C(=O)N2CCOCC2)NC=2C=NC(=CC2)OC)C)CC2=CC=C(C=C2)OC)C=C1 (N,N-bis(4-methoxybenzyl)-4-(2-((6-methoxy-3-pyridinyl)amino)-5-(4-morpholinylcarbonyl)-3-pyridinyl)-6-methyl-1,3,5-triazin-2-amine). Yield: 87.7%. RXN SMILES: [CH3:1][O:2][C:3]1[CH:43]=[CH:42][C:6]([CH2:7][N:8]([CH2:33][C:34]2[CH:39]=[CH:38][C:37]([O:40][CH3:41])=[CH:36][CH:35]=2)[C:9]2[N:14]=[C:13]([CH3:15])[N:12]=[C:11]([C:16]3[CH:17]=[C:18]([CH:31]=[O:32])[CH:19]=[N:20][C:21]=3[NH:22][C:23]3[CH:24]=[N:25][C:26]([O:29][CH3:30])=[CH:27][CH:28]=3)[N:10]=2)=[CH:5][CH:4]=1.[C-]#N.[Na+].[NH:47]1[CH2:52][CH2:51][O:50][CH2:49][CH2:48]1>C1COCC1.[O-2].[Mn+4].[O-2]>[CH3:41][O:40][C:37]1[CH:36]=[CH:35][C:34]([CH2:33][N:8]([CH2:7][C:6]2[CH:5]=[CH:4][C:3]([O:2][CH3:1])=[CH:43][CH:42]=2)[C:9]2[N:10]=[C:11]([C:16]3[C:21]([NH:22][C:23]4[CH:24]=[N:25][C:26]([O:29][CH3:30])=[CH:27][CH:28]=4)=[N:20][CH:19]=[C:18]([C:31]([N:47]4[CH2:52][CH2:51][O:50][CH2:49][CH2:48]4)=[O:32])[CH:17]=3)[N:12]=[C:13]([CH3:15])[N:14]=2)=[CH:39][CH:38]=1 |f:1.2,5.6.7|. Procedure: A solution of 5-(4-(bis(4-methoxybenzyl)amino)-6-methyl-1,3,5-triazin-2-yl)-6-((6-methoxy-3-pyridinyl)amino)-3-pyridinecarbaldehyde (0.127 g, 0.220 mmol) in THF (2.00 mL) was treated with sodium cyanide (10.77 mg, 0.220 mmol), morpholine (0.096 mL, 1.099 mmol) and manganese (IV) oxide (0.287 g, 3.30 mmol) at ambient temperature. After 30 min, more manganese (IV) oxide (0.287 g, 3.30 mmol) was added and the mixture was stirred overnight at ambient temperature. The mixture was filtered through Cel... Isolated yield 3.9%. The product is C(C)(CC)C=1C=CC=C2C(=C(C(=NC12)CC1=CC=C(C=C1)Cl)O)C(=O)O (8-(sec-butyl)-2-(4-chlorobenzyl)-3-hydroxyquinoline-4-carboxylic Acid), solid. As a reaction SMILES: [Cl:1][C:2]1[CH:28]=[CH:27][C:5]([CH2:6][C:7]2[C:16]([OH:17])=[C:15]([C:18]([OH:20])=[O:19])[C:14]3[C:9](=[C:10]([C:21]4[CH:26]=CC=[CH:23][CH:22]=4)[CH:11]=[CH:12][CH:13]=3)[N:8]=2)=[CH:4][CH:3]=1.C(C1C=CC=C2C=1NC(=O)C2=O)(CC)C.C(OCC(=O)CC1C=CC(Cl)=CC=1)(=O)C>>[CH:21]([C:10]1[CH:11]=[CH:12][CH:13]=[C:14]2[C:9]=1[N:8]=[C:7]([CH2:6][C:5]1[CH:4]=[CH:3][C:2]([Cl:1])=[CH:28][CH:27]=1)[C:16]([OH:17])=[C:15]2[C:18]([OH:20])=[O:19])([CH2:22][CH3:23])[CH3:26]. Reported procedure: This compound was synthesized by the procedure described above for Compound 2, reacting 7-sec-butylisatin (1.00 g, 4.92 mmol) with 3-(4-chlorophenyl)-2-oxopropyl acetate (1.39 g, 6.15 mmol). The crude acid was purified as described above for Compound 3 and, after hydrochloric acid treatment of an acetonitrile/water solution of the triethylammonium salt, extracted into ethyl acetate (3×), washed with brine, dried over anhydrous magnesium sulfate, filtered, evaporated and lyophilized. It was then ... Reactants: C(C)(=O)OCC(CC1=CC=C(C=C1)Cl)=O (3-(4-chlorophenyl)-2-oxopropyl acetate), ClC1=CC=C(CC2=NC3=C(C=CC=C3C(=C2O)C(=O)O)C2=CC=CC=C2)C=C1 (2-(4-Chloro-benzyl)-3-hydroxy-8-phenyl-quinoline-4-carboxylic Acid), C(C)(CC)C=1C=CC=C2C(C(NC12)=O)=O (7-sec-butylisatin). Reactants: [OH-].[Na+] (sodium hydroxide), OC1=CC=C(C=C1)/C=C/C(=O)OC ((E)-Methyl 3-(4-hydroxyphenyl)acrylate), FC(C(C(C(C(C(C(C(CCCI)(F)F)(F)F)(F)F)(F)F)(F)F)(F)F)(F)F)(F)F (1,1,1,2,2,3,3,4,4,5,5,6,6,7,7,8,8-heptadecafluoro-11-iodoundecane). The solvent is CS(=O)C (DMSO). Conditions: time 30 minute. Product: FC(CCCOC1=CC=C(C=C1)/C=C/C(=O)OC)(C(C(C(C(C(C(C(F)(F)F)(F)F)(F)F)(F)F)(F)F)(F)F)(F)F)F ((E)-methyl 3-(4-(4,4,5,5,6,6,7,7,8,8,9,9,10,10,11,11,11-heptadecafluoroundecyloxy)phenyl)acrylate). Yield: 77.0%. As a reaction SMILES: [OH:1][C:2]1[CH:7]=[CH:6][C:5](/[CH:8]=[CH:9]/[C:10]([O:12][CH3:13])=[O:11])=[CH:4][CH:3]=1.[OH-].[Na+].[F:16][C:17]([F:44])([F:43])[C:18]([F:42])([F:41])[C:19]([F:40])([F:39])[C:20]([F:38])([F:37])[C:21]([F:36])([F:35])[C:22]([F:34])([F:33])[C:23]([F:32])([F:31])[C:24]([F:30])([F:29])[CH2:25][CH2:26][CH2:27]I>CS(C)=O>[F:29][C:24]([F:30])([C:23]([F:31])([F:32])[C:22]([F:33])([F:34])[C:21]([F:35])([F:36])[C:20]([F:37])([F:38])[C:19]([F:39])([F:40])[C:18]([F:42])([F:41])[C:17]([F:44])([F:43])[F:16])[CH2:25][CH2:26][CH2:27][O:1][C:2]1[CH:3]=[CH:4][C:5](/[CH:8]=[CH:9]/[C:10]([O:12][CH3:13])=[O:11])=[CH:6][CH:7]=1 |f:1.2|. Reported procedure: (E)-Methyl 3-(4-hydroxyphenyl)acrylate (166 mg, 0.93 mmol) was added to dry DMSO (10 mL) and stirred under nitrogen in a round bottom flask. Crushed sodium hydroxide (44 mg, 1.1 mmol) was added. After 30 minutes, 1,1,1,2,2,3,3,4,4,5,5,6,6,7,7,8,8-heptadecafluoro-11-iodoundecane (500 mg, 0.85 mmol) was added. The reaction was allowed to stir overnight. Washed with water and extracted with dichloromethane to yield an oil. This crude product was purified on a silica column using hexanes with increa... The reactants are NC(=O)c1cc(Br)sc1NC(=O)NC(=O)C(Cl)(Cl)Cl, CCO, [Na+], [Na+], O=C([O-])[O-]. Yields the product NC(=O)Nc1sc(Br)cc1C(N)=O. As a reaction SMILES: [Br:7][c:8]1[cH:9][c:10]([C:23](=[O:24])[NH2:25])[c:11]([NH:13][C:14](=[O:15])[NH:16][C:17](=[O:18])[C:19]([Cl:20])([Cl:21])[Cl:22])[s:12]1.[CH3:26][CH2:27][OH:28].[Na+:1].[Na+:2].[O-:3][C:4](=[O:5])[O-:6]>>[Br:7][c:8]1[cH:9][c:10]([C:23](=[O:24])[NH2:25])[c:11]([NH:13][C:14](=[O:15])[NH2:16])[s:12]1.